This data is from the Open Reaction Database (ORD), a public repository of structured organic reaction records. The task is: describe an organic reaction: reactants, conditions, products, and yield Starting materials: C(#N)C=1C(=NC(=CC1)O)O (3-cyano-2,6-dihydroxypyridine), ClC1=C(C(=O)Cl)C=CC=C1 (2-chlorobenzoyl chloride). Yields the product ClC1=C(C(=O)OC2=CC=C(C(=N2)O)C#N)C=CC=C1 (6-(2-chlorobenzoyloxy)-3-cyano-2-hydroxypyridine). Isolated yield 54.8%. RXN SMILES: [C:1]([C:3]1[C:4]([OH:10])=[N:5][C:6]([OH:9])=[CH:7][CH:8]=1)#[N:2].[Cl:11][C:12]1[CH:20]=[CH:19][CH:18]=[CH:17][C:13]=1[C:14](Cl)=[O:15]>>[Cl:11][C:12]1[CH:20]=[CH:19][CH:18]=[CH:17][C:13]=1[C:14]([O:9][C:6]1[N:5]=[C:4]([OH:10])[C:3]([C:1]#[N:2])=[CH:8][CH:7]=1)=[O:15]. Procedure: The general procedure of Example 81 was followed using 2.00 g of 3-cyano-2,6-dihydroxypyridine and 2.57 g of 2-chlorobenzoyl chloride, thereby producing 2.21 g of the title compound in a yield of 55%. The reactants are COC(C(C)(C)N1C=NC(=C1)NC(C(CCC)N)=O)=O (2-[4-(2-Amino-pentanoylamino)-imidazol-1-yl]-2-methyl-propionic acid methyl ester), FC=1C=C(C=C(C1)F)C(C(=O)O)O ((3,5-Difluoro-phenyl)-hydroxy-acetic acid). The product is COC(C(C)(C)N1C=NC(=C1)NC(C(CCC)NC(C(O)C1=CC(=CC(=C1)F)F)=O)=O)=O (2-(4-{2-[2-(3,5-Difluoro-phenyl)-2-hydroxy-acetylamino]-pentanoylamino}-imidazol-1-yl)-2-methyl-propionic acid methyl ester). Reaction SMILES: [CH3:1][O:2][C:3](=[O:20])[C:4]([N:7]1[CH:11]=[C:10]([NH:12][C:13](=[O:19])[CH:14]([NH2:18])[CH2:15][CH2:16][CH3:17])[N:9]=[CH:8]1)([CH3:6])[CH3:5].[F:21][C:22]1[CH:23]=[C:24]([CH:29]([OH:33])[C:30](O)=[O:31])[CH:25]=[C:26]([F:28])[CH:27]=1>>[CH3:1][O:2][C:3](=[O:20])[C:4]([N:7]1[CH:11]=[C:10]([NH:12][C:13](=[O:19])[CH:14]([NH:18][C:30](=[O:31])[CH:29]([C:24]2[CH:25]=[C:26]([F:28])[CH:27]=[C:22]([F:21])[CH:23]=2)[OH:33])[CH2:15][CH2:16][CH3:17])[N:9]=[CH:8]1)([CH3:5])[CH3:6]. Procedure: 2-[4-(2-Amino-pentanoylamino)-imidazol-1-yl]-2-methyl-propionic acid methyl ester was coupled with (3,5-Difluoro-phenyl)-hydroxy-acetic acid to provide the title compound: C13 NMR (100 MHz, CDCl3) 13.7, 13.8, 19.0, 19.1, 26.0, 35.3, 35.7, 53.0, 53.2, 53.3, 61.2, 61.3, 73.3, 73.4, 103.5, 103.7, 106.1, 106.3, 109.6, 109.8, 110.1, 131.6, 131.8, 137.0, 137.1, 144.0, 161.9, 164.3, 169.3, 169.6, 171.9, 172.0, 172.5; MS 453.20 m/z (M+1). The reactants are ClC1=NC=CC=C1[N+](=O)[O-] (2-chloro-3-nitropyridine), C(CCC)[Sn](C=C)(CCCC)CCCC (tributyl(vinyl)tin), [Cl-].[Li+] (lithium chloride). The reagents and catalysts are Cl[Pd]([P](C1=CC=CC=C1)(C2=CC=CC=C2)C3=CC=CC=C3)([P](C4=CC=CC=C4)(C5=CC=CC=C5)C6=CC=CC=C6)Cl (dichlorobis(triphenylphosphine)-palladium(II)). Solvent: CN(C=O)C (N,N-dimethylformamide). Reaction conditions: temperature 90 celsius. Product: C(=C)C1=NC=CC=C1[N+](=O)[O-] (2-Vinyl-3-nitropyridine). The yield is 39.6%. RXN SMILES: Cl[C:2]1[C:7]([N+:8]([O-:10])=[O:9])=[CH:6][CH:5]=[CH:4][N:3]=1.[CH2:11]([Sn](CCCC)(CCCC)C=C)[CH2:12]CC.[Cl-].[Li+]>CN(C)C=O.Cl[Pd](Cl)([P](C1C=CC=CC=1)(C1C=CC=CC=1)C1C=CC=CC=1)[P](C1C=CC=CC=1)(C1C=CC=CC=1)C1C=CC=CC=1>[CH:11]([C:2]1[C:7]([N+:8]([O-:10])=[O:9])=[CH:6][CH:5]=[CH:4][N:3]=1)=[CH2:12] |f:2.3,^1:35,54|. Procedure details: Into a solution of the commercially available 2-chloro-3-nitropyridine (2 g, 12.6 mMol) in 5 mL of anhydrous N,N-dimethylformamide under inert atmosphere was added tributyl(vinyl)tin (4 mL, 13.87 mMol, 1.1 eq), lithium chloride (2.68 g, 50.46 mMol, 5 eq), and dichlorobis(triphenylphosphine)-palladium(II) (442 mg, 0.64 mMol, 5 Mol %). This was heated for 18 h at 90° C., concentrated in vacuo, and purified by flash silica gel chromatography using 10% ethyl acetate in hexanes as an eluent to afford... Reactants: CCOC(C)=O, O=S1OCC2CCCN21, O. Product: O=S1(=O)OCC2CCCN21. RXN SMILES: [CH3:10][CH2:11][O:12][C:13](=[O:14])[CH3:15].[O:1]=[S:2]1[O:3][CH2:4][CH:5]2[N:6]1[CH2:7][CH2:8][CH2:9]2.[OH2:16]>>[O:1]=[S:2]1(=[O:12])[O:3][CH2:4][CH:5]2[N:6]1[CH2:7][CH2:8][CH2:9]2. Starting materials: Cc1ccc2c(Cl)ccnc2n1, Cc1ccc(C(=O)Nc2ccccc2)c(N)c1. Yields the product Cc1ccc(C(=O)Nc2ccccc2)c(Nc2ccnc3nc(C)ccc23)c1. As a reaction SMILES: [Cl:1][c:2]1[c:3]2[cH:4][cH:5][c:6]([CH3:12])[n:7][c:8]2[n:9][cH:10][cH:11]1.[NH2:13][c:14]1[c:15]([C:16](=[O:17])[NH:18][c:19]2[cH:20][cH:21][cH:22][cH:23][cH:24]2)[cH:25][cH:26][c:27]([CH3:29])[cH:28]1>>[c:2]1([NH:13][c:14]2[c:15]([C:16](=[O:17])[NH:18][c:19]3[cH:20][cH:21][cH:22][cH:23][cH:24]3)[cH:25][cH:26][c:27]([CH3:29])[cH:28]2)[c:3]2[cH:4][cH:5][c:6]([CH3:12])[n:7][c:8]2[n:9][cH:10][cH:11]1. Starting materials: C(C1=CC=CC=C1)OC1=NN(C(=C1)C1=CC=C(C=C1)OC)C(C)C (3-benzyloxy-1-isopropyl-5-(4-methoxy-phenyl)-1H-pyrazole), BrBr (bromine), C(O)([O-])=O.[Na+] (sodium hydrogen carbonate). Solvent: ClCCl (dichloromethane). Run at time 1 hour. Product: C(C1=CC=CC=C1)OC1=NN(C(=C1Br)C1=CC=C(C=C1)OC)C(C)C (3-Benzyloxy-4-bromo-1-isopropyl-5-(4-methoxyphenyl)-1H-pyrazole). As a reaction SMILES: [CH2:1]([O:8][C:9]1[CH:13]=[C:12]([C:14]2[CH:19]=[CH:18][C:17]([O:20][CH3:21])=[CH:16][CH:15]=2)[N:11]([CH:22]([CH3:24])[CH3:23])[N:10]=1)[C:2]1[CH:7]=[CH:6][CH:5]=[CH:4][CH:3]=1.[Br:25]Br.C(=O)([O-])O.[Na+]>ClCCl>[CH2:1]([O:8][C:9]1[C:13]([Br:25])=[C:12]([C:14]2[CH:15]=[CH:16][C:17]([O:20][CH3:21])=[CH:18][CH:19]=2)[N:11]([CH:22]([CH3:24])[CH3:23])[N:10]=1)[C:2]1[CH:7]=[CH:6][CH:5]=[CH:4][CH:3]=1 |f:2.3|. Reported procedure: To a solution of 3-benzyloxy-1-isopropyl-5-(4-methoxy-phenyl)-1H-pyrazole (3.7 g) in dichloromethane (50 mL) was added bromine (0.98 mL) at 0° C., and the mixture was stirred for 1 hour. A saturated sodium hydrogen carbonate aqueous solution was added to the reaction mixture, and the organic layer was separated. The organic layer was dried over anhydrous magnesium sulfate, and the solvent was removed under reduced pressure. The residue was purified by column chromatography on silica gel (eluent:... Starting materials: COC=1C=C(C=C(C1OC)OC)N1CCNCC1 (1-(3,4,5-trimethoxyphenyl)piperazine), ice, C(=S)=S (carbon disulfide). Solvent: CO (methanol). Run at time 2 hour. Product: COC=1C=C(C=C(C1OC)OC)N1CCN(CC1)C(=S)S (4-(3,4,5-Trimethoxyphenyl)-1-piperazinecarbodithioic acid). The yield is 77.7%. Reaction SMILES: [CH3:1][O:2][C:3]1[CH:4]=[C:5]([N:13]2[CH2:18][CH2:17][NH:16][CH2:15][CH2:14]2)[CH:6]=[C:7]([O:11][CH3:12])[C:8]=1[O:9][CH3:10].[C:19](=[S:21])=[S:20]>CO>[CH3:12][O:11][C:7]1[CH:6]=[C:5]([N:13]2[CH2:18][CH2:17][N:16]([C:19]([SH:21])=[S:20])[CH2:15][CH2:14]2)[CH:4]=[C:3]([O:2][CH3:1])[C:8]=1[O:9][CH3:10]. Reported procedure: In a nitrogen atmosphere, 1.9 g of 1-(3,4,5-trimethoxyphenyl)piperazine wasdissolved in 10 ml of methanol. To the solution was dropwise added under chilling with ice 0.46 ml of carbon disulfide. After the addition was complete, the mixture was stirred at room temperature for 2 hours. Precipitated crystals were collected by filtration to give 1.9 g of the desired compound as a gray-brown powder, m.p. 183°-190° C. (decomp.), yield 77.7%. The reactants are BrC1=CC=C(C=C1)S(=O)(=O)Cl (4-Bromobenzene sulfonyl chloride), N1CCCCC1 (piperidine). Run in ClCCl (dichloromethane). Product: BrC1=CC=C(C=C1)S(=O)(=O)N1CCCCC1 (1-[(4-bromophenyl)sulfonyl]piperidine). The yield is 27.4%. As a reaction SMILES: [Br:1][C:2]1[CH:7]=[CH:6][C:5]([S:8](Cl)(=[O:10])=[O:9])=[CH:4][CH:3]=1.[NH:12]1[CH2:17][CH2:16][CH2:15][CH2:14][CH2:13]1>ClCCl>[Br:1][C:2]1[CH:7]=[CH:6][C:5]([S:8]([N:12]2[CH2:17][CH2:16][CH2:15][CH2:14][CH2:13]2)(=[O:10])=[O:9])=[CH:4][CH:3]=1. Procedure details: According to general procedure C, 4-Bromobenzene sulfonyl chloride (0.40 g, 1.56 mmol) and piperidine (0.38 mL, 3.90 mmol) were stirred together in dry dichloromethane (5 mL) for 16 hours. 1-[(4-bromophenyl)sulfonyl]piperidine (0.13 g) was provided after purification. HRMS: calcd for C11H14BrNO2S+H+, 304.00014; found (ESI, [M+H]+), 304.0009. HPLC purity 99.2% at 210-370 nm, 9.8 min.; the Xterra® RP18 column, 3.5μ, 150×4.6 mm column, 1.2 mL/min., 85/15-5/95 (ammonium formate buffer pH=3.5/ACN+MeO... Reactants: CCC(O)(CC)c1ccc(O)c(OC)c1, O=S(=O)(OS(=O)(=O)C(F)(F)F)C(F)(F)F, c1ccncc1. The product is CCC(O)(CC)c1ccc(OS(=O)(=O)C(F)(F)F)c(OC)c1. As a reaction SMILES: [CH2:16]([CH3:17])[C:18]([CH2:19][CH3:20])([OH:21])[c:22]1[cH:23][c:24]([O:29][CH3:30])[c:25]([OH:28])[cH:26][cH:27]1.[F:1][C:2]([F:3])([F:4])[S:5](=[O:6])(=[O:7])[O:8][S:9]([C:10]([F:11])([F:12])[F:13])(=[O:14])=[O:15].[cH:31]1[cH:32][cH:33][n:34][cH:35][cH:36]1>>[F:1][C:2]([F:3])([F:4])[S:5](=[O:6])(=[O:7])[O:8][c:25]1[c:24]([O:29][CH3:30])[cH:23][c:22]([C:18]([CH2:16][CH3:17])([CH2:19][CH3:20])[OH:21])[cH:27][cH:26]1. The reactants are CCCC[Sn](CCCC)(CCCC)c1cccs1, CON=Cc1ccc2c(c1)ncn2-c1cccc(Br)c1, CN(C)C=O, O. Yields the product CON=Cc1ccc2c(c1)ncn2-c1cccc(-c2cccs2)c1. As a reaction SMILES: [CH2:21]([Sn:22]([CH2:23][CH2:24][CH2:25][CH3:31])([c:26]1[s:27][cH:28][cH:29][cH:30]1)[CH2:32][CH2:33][CH2:34][CH3:35])[CH2:36][CH2:37][CH3:38].[CH3:1][O:2][N:3]=[CH:4][c:5]1[cH:6][c:7]2[c:8]([n:9](-[c:12]3[cH:13][c:14]([Br:18])[cH:15][cH:16][cH:17]3)[cH:10][n:11]2)[cH:19][cH:20]1.[O:39]=[CH:40][N:41]([CH3:42])[CH3:43].[OH2:44]>>[CH3:1][O:2][N:3]=[CH:4][c:5]1[cH:6][c:7]2[c:8]([n:9](-[c:12]3[cH:13][c:14](-[c:26]4[s:27][cH:28][cH:29][cH:30]4)[cH:15][cH:16][cH:17]3)[cH:10][n:11]2)[cH:19][cH:20]1.